Dataset: the Open Reaction Database (ORD), a public repository of structured organic reaction records. Task: describe an organic reaction: reactants, conditions, products, and yield The reactants are C(C)(C)(C)OC(=O)N1CC(C1)N1CC(C1)O (3-hydroxy-[1,3′]biazetidinyl-1′-carboxylic acid tert-butyl ester). The solvent is C(Cl)Cl.C(=O)(C(F)(F)F)O (DCM TFA). Reaction conditions: time 30 minute. The product is N1(CC(C1)O)C1CNC1 ([1,3′]Biazetidinyl-3-ol). The yield is 57.6%. RXN SMILES: C(OC([N:8]1[CH2:11][CH:10]([N:12]2[CH2:15][CH:14]([OH:16])[CH2:13]2)[CH2:9]1)=O)(C)(C)C>C(Cl)Cl.C(O)(C(F)(F)F)=O>[N:12]1([CH:10]2[CH2:11][NH:8][CH2:9]2)[CH2:15][CH:14]([OH:16])[CH2:13]1 |f:1.2|. Reported procedure: A 25 mL round-bottomed flask was charged with a solution of 3-hydroxy-[1,3′]biazetidinyl-1′-carboxylic acid tert-butyl ester (0.69 g, 3.05 mmol) in DCM/TFA (4 mL/4 mL). The reaction mixture was stirred for 30 min at room temperature. The reaction mixture was loaded onto an Isolute® SCX-2 cartridge. The cartridge was washed with MeOH and the desired product was eluted using 2 M NH3 in MeOH to give [1,3′]Biazetidinyl-3-ol as a colourless oil (0.225 g, 58%). LCMS (Method A): RT=0.29 min, [M+H]+ 288... The reactants are C(CCCC)[C@@H]1CC[C@H](CC1)CCCCC1=CC=C(C=O)C=C1 (4-[4-(trans-4-pentylcyclohexyl)-1-butyl]benzaldehyde), C(CCCC)C(CO)CO (2-pentyl-1,3-propanediol), S(O)(O)(=O)=O (sulfuric acid). Solvent: C1(=CC=CC=C1)C (toluene). Run at time 2 hour. The product is C(CCCC)[C@@H]1CC[C@H](CC1)CCCCC1=CC=C(C=C1)C1OCCCO1 (4-[4-(trans-4-pentylcyclohexyl)-1-butyl]phenyl-1,3-dioxane). As a reaction SMILES: [CH2:1]([C@H:6]1[CH2:11][CH2:10][C@H:9]([CH2:12][CH2:13][CH2:14][CH2:15][C:16]2[CH:23]=[CH:22][C:19]([CH:20]=[O:21])=[CH:18][CH:17]=2)[CH2:8][CH2:7]1)[CH2:2][CH2:3][CH2:4][CH3:5].[CH2:24]([CH:29](CO)[CH2:30][OH:31])CCCC.S(=O)(=O)(O)O>C1(C)C=CC=CC=1>[CH2:1]([C@H:6]1[CH2:7][CH2:8][C@H:9]([CH2:12][CH2:13][CH2:14][CH2:15][C:16]2[CH:17]=[CH:18][C:19]([CH:20]3[O:31][CH2:30][CH2:29][CH2:24][O:21]3)=[CH:22][CH:23]=2)[CH2:10][CH2:11]1)[CH2:2][CH2:3][CH2:4][CH3:5]. Procedure: A solution of 3 g of 4-[4-(trans-4-pentylcyclohexyl)-1-butyl]benzaldehyde and 1.7 g of 2-pentyl-1,3-propanediol in 50 ml of toluene was treated with 2 drops of 10% (vol.) sulfuric acid. The mixture was heated to boiling for 2 hours, whereby the resulting water was distilled off simultaneously. Then, 4 drops of triethylamine were added to the reaction mixture. After cooling the mixture was washed with 50 ml of 1N sodium hydrogen carbonate solution and twice with 50 ml of water each time, dried ov... Starting materials: FC1=C(C=C(C=C1)CO)[N+](=O)[O-] ((4-fluoro-3-nitro-phenyl)-methanol), CC1CCNCC1 (4-methyl piperidine), N1CCOCC1 (morpholine). Run in C(Cl)(Cl)Cl (chloroform). Conditions: temperature 50 celsius. The product is CC1CCN(CC1)C1=C(C=C(C=C1)CO)[N+](=O)[O-] ([4-(4-methyl-piperidin-1-yl)-3-nitro-phenyl]-methanol). As a reaction SMILES: F[C:2]1[CH:7]=[CH:6][C:5]([CH2:8][OH:9])=[CH:4][C:3]=1[N+:10]([O-:12])=[O:11].[CH3:13][CH:14]1[CH2:19][CH2:18][NH:17][CH2:16][CH2:15]1.N1CCOCC1>C(Cl)(Cl)Cl>[CH3:13][CH:14]1[CH2:19][CH2:18][N:17]([C:2]2[CH:7]=[CH:6][C:5]([CH2:8][OH:9])=[CH:4][C:3]=2[N+:10]([O-:12])=[O:11])[CH2:16][CH2:15]1. Procedure: A stirred suspension of (4-fluoro-3-nitro-phenyl)-methanol (171 mg, 1 mmol), 4-methyl piperidine (95 mg, 0.96 mmol) PS morpholine (400 mg, 1 mmol), and chloroform (3 mL) was heated at 50° C. for 2 hrs. The reaction was evaporated onto celite and purified by flash chromatography to give [4-(4-methyl-piperidin-1-yl)-3-nitro-phenyl]-methanol (i). 1H NMR (CDCl3, 300 MHz): δ 7.8 (s, 1H), 7.4 (d, 1H), 7.1 (d, 1H), 4.6 (s, 2H), 3.2 (d, 2H), 2.8 (dd, 2H), 1.8-1.3 (m, 5H), 1.0 (d, 3H). Reactants: Cc1ccc(S(=O)(=O)Cl)cc1, c1ccc(C2CCCN2)cc1. The product is Cc1ccc(S(=O)(=O)N2CCCC2c2ccccc2)cc1. Reaction SMILES: [c:12]1([CH3:22])[cH:13][cH:14][c:15]([S:18](=[O:19])(=[O:20])[Cl:21])[cH:16][cH:17]1.[c:1]1([CH:7]2[NH:8][CH2:9][CH2:10][CH2:11]2)[cH:2][cH:3][cH:4][cH:5][cH:6]1>>[c:1]1([CH:7]2[N:8]([S:18]([c:15]3[cH:14][cH:13][c:12]([CH3:22])[cH:17][cH:16]3)(=[O:19])=[O:20])[CH2:9][CH2:10][CH2:11]2)[cH:2][cH:3][cH:4][cH:5][cH:6]1. The reactants are COC=1C=CC2=C(C(=C3N2CC2=CC=CC=C32)C=O)N1 (2-Methoxy-6H-pyrido[2′,3′:4,5]pyrrolo[2,1-a]isoindole-11-carbaldehyde), [N+](=O)([O-])C (nitromethane), C(C)(=O)[O-] (acetate). Product: COC=1C=CC2=C(C(=C3N2CC2=CC=CC=C32)C=C[N+](=O)[O-])N1 (2-Methoxy-11-[2-nitroethenyl]-6H-pyrido[2′,3′:4,5]pyrrolo[2,1-a]isoindole). Reaction SMILES: [CH3:1][O:2][C:3]1[CH:4]=[CH:5][C:6]2[N:10]3[CH2:11][C:12]4[C:17]([C:9]3=[C:8]([CH:18]=O)[C:7]=2[N:20]=1)=[CH:16][CH:15]=[CH:14][CH:13]=4.C([O-])(=O)C.[N+:25]([CH3:28])([O-:27])=[O:26]>>[CH3:1][O:2][C:3]1[CH:4]=[CH:5][C:6]2[N:10]3[CH2:11][C:12]4[C:17]([C:9]3=[C:8]([CH:18]=[CH:28][N+:25]([O-:27])=[O:26])[C:7]=2[N:20]=1)=[CH:16][CH:15]=[CH:14][CH:13]=4. Reported procedure: 600 mg (2.27 mmol) of the compound obtained in Step E dissolved in 25 ml of nitromethane are heated at 120° C. for 3 hours in the presence of 440 mg (5.67 mmol) of animmonium acetate. After returning to room temperature and evaporation to dryness, the reaction mixture is diluted in dichloromethane and washed with water. After drying over magnesium sulphate, evaporation of the organic phase yields the title compound in the form of a yellow solid. Reactants: Cc1ccccc1, O=Cc1ccccc1, Nc1cc(O)c(Cl)cc1F, Cc1ccc(S(=O)(=O)O)cc1. The product is Oc1cc(N=Cc2ccccc2)c(F)cc1Cl. Reaction SMILES: [CH3:30][c:31]1[cH:32][cH:33][cH:34][cH:35][cH:36]1.[CH:11](=[O:12])[c:13]1[cH:14][cH:15][cH:16][cH:17][cH:18]1.[NH2:1][c:2]1[c:3]([F:10])[cH:4][c:5]([Cl:9])[c:6]([OH:8])[cH:7]1.[c:19]1([CH3:20])[cH:21][cH:22][c:23]([S:24]([OH:25])(=[O:26])=[O:27])[cH:28][cH:29]1>>[N:1]([c:2]1[c:3]([F:10])[cH:4][c:5]([Cl:9])[c:6]([OH:8])[cH:7]1)=[CH:11][c:13]1[cH:14][cH:15][cH:16][cH:17][cH:18]1.